Dataset: the Open Reaction Database (ORD), a public repository of structured organic reaction records. Task: describe an organic reaction: reactants, conditions, products, and yield The reactants are [Si](C)(C)(C(C)(C)C)OC[C@H](CCC(=O)N1CCN(CC1)C(=O)OC(C)(C)C)NC ((S)-tert-butyl 4-(5-(tert-butyldimethylsilyloxy)-4-(methylamino)pentanoyl)piperazine-1-carboxylate), CCN(C(C)C)C(C)C (DIEA), ClC1=C(CNC(OC2=CC=C(C=C2)[N+](=O)[O-])=O)C=CC=C1F (4-nitrophenyl 2-chloro-3-fluorobenzylcarbamate). Solvent: C1CCOC1 (THF). Run at time 2 hour. The product is [Si](C)(C)(C(C)(C)C)OC[C@H](CCC(=O)N1CCN(CC1)C(=O)OC(C)(C)C)N(C(=O)NCC1=C(C(=CC=C1)F)Cl)C ((S)-tert-butyl 4-(5-(tert-butyldimethylsilyloxy)-4-(3-(2-chloro-3-fluorobenzyl)-1-methylureido)pentanoyl)piperazine-1-carboxylate). Isolated yield 62.3%. Reaction SMILES: [Si:1]([O:8][CH2:9][C@@H:10]([NH:28][CH3:29])[CH2:11][CH2:12][C:13]([N:15]1[CH2:20][CH2:19][N:18]([C:21]([O:23][C:24]([CH3:27])([CH3:26])[CH3:25])=[O:22])[CH2:17][CH2:16]1)=[O:14])([C:4]([CH3:7])([CH3:6])[CH3:5])([CH3:3])[CH3:2].CCN(C(C)C)C(C)C.[Cl:39][C:40]1[C:59]([F:60])=[CH:58][CH:57]=[CH:56][C:41]=1[CH2:42][NH:43][C:44](=[O:55])OC1C=CC([N+]([O-])=O)=CC=1>C1COCC1>[Si:1]([O:8][CH2:9][C@@H:10]([N:28]([CH3:29])[C:44]([NH:43][CH2:42][C:41]1[CH:56]=[CH:57][CH:58]=[C:59]([F:60])[C:40]=1[Cl:39])=[O:55])[CH2:11][CH2:12][C:13]([N:15]1[CH2:20][CH2:19][N:18]([C:21]([O:23][C:24]([CH3:27])([CH3:26])[CH3:25])=[O:22])[CH2:17][CH2:16]1)=[O:14])([C:4]([CH3:7])([CH3:6])[CH3:5])([CH3:3])[CH3:2]. Reported procedure: To a solution of (S)-tert-butyl 4-(5-(tert-butyldimethylsilyloxy)-4-(methylamino)pentanoyl)piperazine-1-carboxylate (16 g, 37.3 mmol) and DIEA (1.3 mL, 7.46 mmol) in THF (180 mL) was added 4-nitrophenyl 2-chloro-3-fluorobenzylcarbamate (12 g, 37.3 mmol). The reaction mixture was stirred at RT for 2 h and concentrated. The residue was purified on silica gel using a mixture of EtOAc and hexanes to give (S)-tert-butyl 4-(5-(tert-butyldimethylsilyloxy)-4-(3-(2-chloro-3-fluorobenzyl)-1-methylureido)p... Starting materials: C(#N)[BH3-].[Na+] (sodium cyanoborohydride), ClC=1C=CC=C2CCC(CC12)=O (8-chloro-2-tetralone), Cl (hydrogen chloride), C(C=C)NCC=C (diallylamine), C1(=CC=C(C=C1)S(=O)(=O)O)C (p-toluenesulfonic acid), Cl (hydrochloric acid), [OH-].[Na+] (sodium hydroxide). Solvent: O1CCCC1 (tetrahydrofuran), C1(=CC=CC=C1)C (toluene), O (water), O (water). Product: C(C=C)N(C1CC2=C(C=CC=C2CC1)Cl)CC=C (2-Diallylamino-8-chloro-1,2,3,4-tetrahydronaphthalene). Isolated yield 23.4%. RXN SMILES: [Cl:1][C:2]1[CH:3]=[CH:4][CH:5]=[C:6]2[C:11]=1[CH2:10][C:9](=O)[CH2:8][CH2:7]2.[CH2:13]([NH:16][CH2:17][CH:18]=[CH2:19])[CH:14]=[CH2:15].C1(C)C=CC(S(O)(=O)=O)=CC=1.C([BH3-])#N.[Na+].Cl.[OH-].[Na+]>C1(C)C=CC=CC=1.O1CCCC1.O>[CH2:13]([N:16]([CH2:17][CH:18]=[CH2:19])[CH:9]1[CH2:8][CH2:7][C:6]2[C:11](=[C:2]([Cl:1])[CH:3]=[CH:4][CH:5]=2)[CH2:10]1)[CH:14]=[CH2:15] |f:3.4,6.7|. Procedure details: To a solution of 8-chloro-2-tetralone (5.0 gm, 27.8 mMol) in toluene (50 mL) were added freshly distilled (b.p.=112° C.) diallylamine (7 mL, 56.7 mMol) and p-toluenesulfonic acid (500 mg), and the reaction mixture was stirred at reflux for 3 hours with constant water removal (Dean-Stark trap). The reaction mixture was then cooled to room temperature and volatiles removed in vacuo to give a brown-orange, viscous residue. To a solution of this residue in tetrahydrofuran (100 mL) was added sodium c... Reactants: CC(=O)CC(C)C, Nc1cc(O)c(Cl)cc1F, O=S(=O)(O)O. Product: CC(CC(C)C)=Nc1cc(O)c(Cl)cc1F. RXN SMILES: [CH2:16]([CH:17]([CH3:18])[CH3:19])[C:20](=[O:21])[CH3:22].[NH2:1][c:2]1[c:3]([F:10])[cH:4][c:5]([Cl:9])[c:6]([OH:8])[cH:7]1.[S:11](=[O:12])(=[O:13])([OH:14])[OH:15]>>[N:1]([c:2]1[c:3]([F:10])[cH:4][c:5]([Cl:9])[c:6]([OH:8])[cH:7]1)=[C:20]([CH2:16][CH:17]([CH3:18])[CH3:19])[CH3:22]. Reactants: CCO, Cc1cc([N+](=O)[O-])c(C)c2c(C)ccnc12, [Na+], [OH-], O, O, O, Cl[Sn]Cl. Product: Cc1cc(N)c(C)c2c(C)ccnc12. As a reaction SMILES: [CH3:22][CH2:23][OH:24].[N+:1]([O-:2])(=[O:3])[c:4]1[c:5]([CH3:16])[c:6]2[c:7]([CH3:15])[cH:8][cH:9][n:10][c:11]2[c:12]([CH3:14])[cH:13]1.[Na+:26].[OH-:25].[OH2:17].[OH2:18].[OH2:27].[Sn:19]([Cl:20])[Cl:21]>>[NH2:1][c:4]1[c:5]([CH3:16])[c:6]2[c:7]([CH3:15])[cH:8][cH:9][n:10][c:11]2[c:12]([CH3:14])[cH:13]1. The reactants are IC1=CC=C(C=C1)C(CCCCN1CCC(CC1)C=1C=C(C=CC1)NC(C(C)C)=O)=O (N-(3-{1-[5-(4-iodophenyl)-5-oxopentyl]-4-piperidinyl}phenyl)-2-methylpropanamide), Cl.C1(=CC=CC2=CC=CC=C12)NN (1-naphthylhydrazine hydrochloride). The product is IC1=CC=C(C=C1)C=1NC2=C3C(=CC=C2C1CCCN1CCC(CC1)C=1C=C(C=CC1)NC(C(C)C)=O)C=CC=C3 (N-[3-(1-{3-[2-(4-IODOPHENYL)-1H-BENZO[G]INDOL-3-YL]PROPYL}-4-PIPERIDINYL)PHENYL]-2-METHYLPROPANAMIDE). As a reaction SMILES: [I:1][C:2]1[CH:7]=[CH:6][C:5]([C:8](=O)[CH2:9][CH2:10][CH2:11][CH2:12][N:13]2[CH2:18][CH2:17][CH:16]([C:19]3[CH:20]=[C:21]([NH:25][C:26](=[O:30])[CH:27]([CH3:29])[CH3:28])[CH:22]=[CH:23][CH:24]=3)[CH2:15][CH2:14]2)=[CH:4][CH:3]=1.Cl.[C:33]1([NH:43]N)[C:42]2[C:37](=[CH:38][CH:39]=[CH:40][CH:41]=2)[CH:36]=[CH:35][CH:34]=1>>[I:1][C:2]1[CH:7]=[CH:6][C:5]([C:8]2[NH:43][C:33]3[C:34]([C:9]=2[CH2:10][CH2:11][CH2:12][N:13]2[CH2:18][CH2:17][CH:16]([C:19]4[CH:20]=[C:21]([NH:25][C:26](=[O:30])[CH:27]([CH3:29])[CH3:28])[CH:22]=[CH:23][CH:24]=4)[CH2:15][CH2:14]2)=[CH:35][CH:36]=[C:37]2[CH:38]=[CH:39][CH:40]=[CH:41][C:42]=32)=[CH:4][CH:3]=1 |f:1.2|. Procedure: Prepared by Procedure E and Scheme M using N-(3-{1-[5-(4-iodophenyl)-5-oxopentyl]-4-piperidinyl}phenyl)-2-methylpropanamide and 1-naphthylhydrazine hydrochloride: ESMS m/e: 656.1 (M+H)+. Starting materials: C(=O)NC=1SC=C(N1)C(C(=O)N[C@H]1[C@@H]2N(C(=C(CS2)C[N+](CC=2NC=C(C(C2)=O)O)(C)C)C(=O)[O-])C1=O)=NOCC(=O)OC(C)(C)C (7β-[2-(2-formamidothiazol-4-yl)- 2-tert-butoxycarbonylmethoxyiminoacetamido]-3-[N,N-dimethyl-N-{(5-hydroxy-4-oxo-1,4-dihydropyridin-2-yl)methyl}ammonio]methyl-3-cephem-4-carboxylate), Cl (hydrochloric acid). The solvent is CO (methanol), O (water), CO (methanol). The product is NC=1SC=C(N1)C(C(=O)N[C@H]1[C@@H]2N(C(=C(CS2)C[N+](CC=2NC=C(C(C2)=O)O)(C)C)C(=O)[O-])C1=O)=NOCC(=O)OC(C)(C)C (7β-[2-(2-aminothiazol-4-yl)-2-tert-butoxycarbonylmethoxyiminoacetamido]-3-[N,N-dimethyl-N-{(5-hydroxy-4-oxo-1,4-dihydropyridin-2-yl)methyl}ammonio]methyl- 3-cephem-4-carboxylate). Isolated yield 78.9%. As a reaction SMILES: C([NH:3][C:4]1[S:5][CH:6]=[C:7]([C:9](=[N:38][O:39][CH2:40][C:41]([O:43][C:44]([CH3:47])([CH3:46])[CH3:45])=[O:42])[C:10]([NH:12][C@@H:13]2[C:36](=[O:37])[N:15]3[C:16]([C:33]([O-:35])=[O:34])=[C:17]([CH2:20][N+:21]([CH3:32])([CH3:31])[CH2:22][C:23]4[NH:24][CH:25]=[C:26]([OH:30])[C:27](=[O:29])[CH:28]=4)[CH2:18][S:19][C@H:14]23)=[O:11])[N:8]=1)=O.Cl>CO.O>[NH2:3][C:4]1[S:5][CH:6]=[C:7]([C:9](=[N:38][O:39][CH2:40][C:41]([O:43][C:44]([CH3:47])([CH3:46])[CH3:45])=[O:42])[C:10]([NH:12][C@@H:13]2[C:36](=[O:37])[N:15]3[C:16]([C:33]([O-:35])=[O:34])=[C:17]([CH2:20][N+:21]([CH3:32])([CH3:31])[CH2:22][C:23]4[NH:24][CH:25]=[C:26]([OH:30])[C:27](=[O:29])[CH:28]=4)[CH2:18][S:19][C@H:14]23)=[O:11])[N:8]=1. Procedure: To a suspension of 7β-[2-(2-formamidothiazol-4-yl)- 2-tert-butoxycarbonylmethoxyiminoacetamido]-3-[N,N-dimethyl-N-{(5-hydroxy-4-oxo-1,4-dihydropyridin-2-yl)methyl}ammonio]methyl-3-cephem-4-carboxylate (syn isomer) (0.70 g) in methanol (35 ml) was added conc. hydrochloric acid (0.53 ml). After being stirred at ambient temperature, the reaction mixture was diluted with water (50 ml) and methanol was evaporated under reduced pressure. The resulting aqueous solution was adjusted to pH 1.0 and subjec... Starting materials: C(C)(C)(C)OC(=O)NCCOC1=NOC(=C1)C1=CC=C(C=C1)Cl (3-(2-(N-tert-Butoxycarbonylamino)ethoxy)-5-(4-chlorophenyl)isoxazole), C(C)I (ethyl iodide). Product: C(C)(C)(C)OC(=O)NCCOC1=NOC(=C1CC)C1=CC=C(C=C1)Cl (3-(2-(N-tert-Butoxycarbonylamino)ethoxy)-5-(4-chlorophenyl)-4-ethylisoxazole). The yield is 61.0%. RXN SMILES: [C:1]([O:5][C:6]([NH:8][CH2:9][CH2:10][O:11][C:12]1[CH:16]=[C:15]([C:17]2[CH:22]=[CH:21][C:20]([Cl:23])=[CH:19][CH:18]=2)[O:14][N:13]=1)=[O:7])([CH3:4])([CH3:3])[CH3:2].[CH2:24](I)[CH3:25]>>[C:1]([O:5][C:6]([NH:8][CH2:9][CH2:10][O:11][C:12]1[C:16]([CH2:24][CH3:25])=[C:15]([C:17]2[CH:18]=[CH:19][C:20]([Cl:23])=[CH:21][CH:22]=2)[O:14][N:13]=1)=[O:7])([CH3:4])([CH3:2])[CH3:3]. Procedure details: 3-(2-(N-tert-Butoxycarbonylamino)ethoxy)-5-(4-chlorophenyl)isoxazole (0.4 g) and ethyl iodide (0.11 ml) were subjected to reaction and post-treatment in a similar manner to that described in Example 14(a) to obtain the title compound (0.26 g, 61%) as a colorless oil. The reactants are BrC=1C(=NC(=NC1CCl)Cl)Cl (5-Bromo-2,4-dichloro-6-(Chloromethyl)pyrimidine), C[O-].[Na+] (NaOMe). The solvent is CO (MeOH). Run at temperature 0 celsius, time 30 minute. The product is BrC=1C(=NC(=NC1COC)Cl)Cl (5-Bromo-2,4-dichloro-6-(methoxymethyl)pyrimidine). Isolated yield 80.6%. Reaction SMILES: [Br:1][C:2]1[C:3]([Cl:11])=[N:4][C:5]([Cl:10])=[N:6][C:7]=1[CH2:8]Cl.[CH3:12][O-:13].[Na+]>CO>[Br:1][C:2]1[C:3]([Cl:11])=[N:4][C:5]([Cl:10])=[N:6][C:7]=1[CH2:8][O:13][CH3:12] |f:1.2|. Procedure details: To a solution of 5-bromo-2,4-dichloro-6-(chloromethyl)pyrimidine (2) (600 mg, 2.19 mmol) in anhydrous MeOH (15 mL) at 0° C. was added NaOMe (25% wt in MeOH, 521 mg, 2.41 mmol). The mixture was stirred at 0° C. for 30 min and then allow warm to room temperature and stirred overnight. After this time the reaction mixture was concentrated in vacuo. The residue was purified using ISCO chromatography (24 g silica gel, 0-1.5% EtOAc in hexanes in 40 min) to give the title compound (480 mg, 81%) as a wh... Starting materials: O=C(Cc1ccccc1OCc1ccccc1)OCc1ccccc1, CCO, [Na+], [OH-], O. Yields the product O=C(O)Cc1ccccc1OCc1ccccc1. As a reaction SMILES: [CH2:1]([c:2]1[cH:3][cH:4][cH:5][cH:6][cH:7]1)[O:8][c:9]1[c:10]([CH2:15][C:16](=[O:17])[O:18][CH2:19][c:20]2[cH:21][cH:22][cH:23][cH:24][cH:25]2)[cH:11][cH:12][cH:13][cH:14]1.[CH3:28][CH2:29][OH:30].[Na+:27].[OH-:26].[OH2:31]>>[CH2:1]([c:2]1[cH:3][cH:4][cH:5][cH:6][cH:7]1)[O:8][c:9]1[c:10]([CH2:15][C:16](=[O:17])[OH:18])[cH:11][cH:12][cH:13][cH:14]1. The reactants are ClC1=C2C(=NN=C1C1=CC=CC=C1)NN=C2C2=CC(=CC=C2)F (4-chloro-3-(3-fluorophenyl)-5-phenyl-1H-pyrazolo[3,4-c]pyridazine), OCCN1C(CCC1)=O (1-(2-hydroxyethyl)pyrrolidin-2-one). Yields the product ClC1=C2C(=NN=C1C1=CC=CC=C1)N(N=C2C2=CC(=CC=C2)F)CCN2C(CCC2)=O (1-[2-[4-chloro-3-(3-fluorophenyl)-5-phenyl-pyrazolo[3,4-c]pyridazin-1-yl]ethyl]pyrrolidin-2-one). RXN SMILES: [Cl:1][C:2]1[C:7]([C:8]2[CH:13]=[CH:12][CH:11]=[CH:10][CH:9]=2)=[N:6][N:5]=[C:4]2[NH:14][N:15]=[C:16]([C:17]3[CH:22]=[CH:21][CH:20]=[C:19]([F:23])[CH:18]=3)[C:3]=12.O[CH2:25][CH2:26][N:27]1[CH2:31][CH2:30][CH2:29][C:28]1=[O:32]>>[Cl:1][C:2]1[C:7]([C:8]2[CH:13]=[CH:12][CH:11]=[CH:10][CH:9]=2)=[N:6][N:5]=[C:4]2[N:14]([CH2:25][CH2:26][N:27]3[CH2:31][CH2:30][CH2:29][C:28]3=[O:32])[N:15]=[C:16]([C:17]3[CH:22]=[CH:21][CH:20]=[C:19]([F:23])[CH:18]=3)[C:3]=12. Reported procedure: Compound IIr was synthesized from 4-chloro-3-(3-fluorophenyl)-5-phenyl-1H-pyrazolo[3,4-c]pyridazine and 1-(2-hydroxyethyl)pyrrolidin-2-one following the general procedure for the Mitsunobu reaction as described.